This data is from the Open Reaction Database (ORD), a public repository of structured organic reaction records. The task is: describe an organic reaction: reactants, conditions, products, and yield Reactants: [H-].[H-].[H-].[H-].[Li+].[Al+3] (LiAlH4), C(=O)NCC(CNC=O)(C)C (N,N′-diformyl-2,2-dimethylpropane-1,3-diamine). The solvent is CCOCC (ether). Conditions: time 20 hour. Yields the product CNCC(CNC)(C)C (N,N′,2,2-tetramethylpropane-1,3-diamine). As a reaction SMILES: [H-].[H-].[H-].[H-].[Li+].[Al+3].[CH:7]([NH:9][CH2:10][C:11]([CH3:17])([CH3:16])[CH2:12][NH:13][CH:14]=O)=O>CCOCC>[CH3:7][NH:9][CH2:10][C:11]([CH3:17])([CH3:16])[CH2:12][NH:13][CH3:14] |f:0.1.2.3.4.5|. Reported procedure: To a mixture of 250 mL of ether and 10 g of LiAlH4 (95%) at 0° C., 9.88 g (62.5 mmol) N,N′-diformyl-2,2-dimethylpropane-1,3-diamine was added in small portions. After the addition, the reaction mixture was stirred at room temperature for 20 h. The mixture was then hydrolyzed with ether and water, the white solid removed by filtration through Celite, and the filtrate dried over anhydrous Na2SO4. After removal of the solvent, the product was obtained as a colorless oil. MS (m/e): 131 (M+). Starting materials: solution, C(C)(C)(C)[Li] (tert-butyllithium), COC=1C=NC=CC1 (3-Methoxypyridine), ClC=1C=C2C(C(NC2=CC1)=O)=O (5-chloroisatin), BrC1=C(C=C(C=C1C)C)C (2-Bromomesitylene). The solvent is CCCCC (pentane), C1CCOC1 (THF), C1CCOC1 (THF). Conditions: temperature -78 celsius, time 1 hour. Product: ClC=1C=C2C(C(NC2=CC1)=O)(C1=C(C=NC=C1)OC)O (5-Chloro-3-hydroxy-3-(3-methoxy-pyridin-4-yl)-1,3-dihydro-indol-2-one). RXN SMILES: C([Li])(C)(C)C.BrC1C(C)=CC(C)=CC=1C.[CH3:16][O:17][C:18]1[CH:19]=[N:20][CH:21]=[CH:22][CH:23]=1.[Cl:24][C:25]1[CH:26]=[C:27]2[C:31](=[CH:32][CH:33]=1)[NH:30][C:29](=[O:34])[C:28]2=[O:35]>CCCCC.C1COCC1>[Cl:24][C:25]1[CH:26]=[C:27]2[C:31](=[CH:32][CH:33]=1)[NH:30][C:29](=[O:34])[C:28]2([OH:35])[C:23]1[CH:22]=[CH:21][N:20]=[CH:19][C:18]=1[O:17][CH3:16]. Procedure details: A 1.7 M solution of tert-butyllithium in pentane (57.8 mL) was added to THF (200 ml) at −78° C. 2-Bromomesitylene (3.6 mL) was added dropwise, keeping the temperature below −60° C., and the mixture stirred at −78° C. for 1 h. 3-Methoxypyridine (3.6 mL) was added dropwise at −78° C. and then the mixture was allowed to warm to −5° C. over 2 h. The reaction mixture was re-cooled to −78° C. and a slurry of 5-chloroisatin (3.26 g) in THF (100 mL) was added portionwise keeping the temperature below −6... Starting materials: ClS(=O)(=O)O (Chlorosulphonic acid), N(C1=CC=CC=C1)C1=NC=CC(=N1)C1=CN=C(N1C)C(C)C (2-anilino-4-(1-methyl-2-isopropylimidazol-5-yl)pyrimidine), C1(CC1)N (cyclopropylamine). Run in S(=O)(Cl)Cl (thionyl chloride), CO (MeOH). Run at temperature 0 celsius, time 10 minute. Yields the product CN1C(=NC=C1C1=NC(=NC=C1)NC1=CC=C(C=C1)S(NC1CC1)(=O)=O)C(C)C (4-(1-Methyl-2-isopropylimidazol-5-yl)-2-{4-[N-(cyclopropyl)sulphamoyl]anilino}pyrimidine). Isolated yield 92.0%. Reaction SMILES: Cl[S:2]([OH:5])(=O)=[O:3].[NH:6]([C:13]1[N:18]=[C:17]([C:19]2[N:23]([CH3:24])[C:22]([CH:25]([CH3:27])[CH3:26])=[N:21][CH:20]=2)[CH:16]=[CH:15][N:14]=1)[C:7]1[CH:12]=[CH:11][CH:10]=[CH:9][CH:8]=1.[CH:28]1([NH2:31])[CH2:30][CH2:29]1>S(Cl)(Cl)=O.CO>[CH3:24][N:23]1[C:19]([C:17]2[CH:16]=[CH:15][N:14]=[C:13]([NH:6][C:7]3[CH:12]=[CH:11][C:10]([S:2](=[O:5])(=[O:3])[NH:31][CH:28]4[CH2:30][CH2:29]4)=[CH:9][CH:8]=3)[N:18]=2)=[CH:20][N:21]=[C:22]1[CH:25]([CH3:27])[CH3:26]. Reported procedure: Chlorosulphonic acid (150 μl, 2.16 mmol) was added dropwise to solution of 2-anilino-4-(1-methyl-2-isopropylimidazol-5-yl)pyrimidine (Method 71; 158 mg, 0.54 mmol) in thionyl chloride (3 ml) cooled at 0° C. and the mixture stirred at 0° C. for 10 minutes then heated at 90° C. for 90 minutes. The volatiles were removed by evaporation and the residue was dried under high vacuum (<2 mmHg) for 1 hour. The resulting solid was placed under nitrogen and a solution of cyclopropylamine (570 μl, 8.1 mmol)... Starting materials: Oc1cc(F)ccc1Br, O=C([O-])[O-], COS(=O)(=O)OC, CC(C)=O, [K+], [K+]. Yields the product COc1cc(F)ccc1Br. RXN SMILES: [Br:1][c:2]1[c:3]([OH:9])[cH:4][c:5]([F:8])[cH:6][cH:7]1.[C:10](=[O:11])([O-:12])[O-:13].[CH3:16][O:17][S:18]([O:19][CH3:20])(=[O:21])=[O:22].[CH3:23][C:24](=[O:25])[CH3:26].[K+:14].[K+:15]>>[Br:1][c:2]1[c:3]([O:9][CH3:10])[cH:4][c:5]([F:8])[cH:6][cH:7]1. Starting materials: ClC1=NC2=CC(=C(C=C2N=C1C1=NC=CC=C1)Cl)Cl (2,6,7-trichloro-3-pyridin-2-yl-quinoxaline), CN(CCN)C (N,N-dimethyl-ethane-1,2-diamine). The solvent is C1(=CC=CC=C1)C (toluene). The product is ClC=1C=C2N=C(C(=NC2=CC1Cl)NCCN(C)C)C1=NC=CC=C1 (N′-(6,7-Dichloro-3-pyridin-2-yl-quinoxalin-2-yl)-N,N-dimethyl-ethane-1,2-diamine). Yield: 44.6%. RXN SMILES: Cl[C:2]1[C:11]([C:12]2[CH:17]=[CH:16][CH:15]=[CH:14][N:13]=2)=[N:10][C:9]2[C:4](=[CH:5][C:6]([Cl:19])=[C:7]([Cl:18])[CH:8]=2)[N:3]=1.[CH3:20][N:21]([CH3:25])[CH2:22][CH2:23][NH2:24]>C1(C)C=CC=CC=1>[Cl:18][C:7]1[CH:8]=[C:9]2[C:4](=[CH:5][C:6]=1[Cl:19])[N:3]=[C:2]([NH:24][CH2:23][CH2:22][N:21]([CH3:25])[CH3:20])[C:11]([C:12]1[CH:17]=[CH:16][CH:15]=[CH:14][N:13]=1)=[N:10]2. Procedure: A solution of 2,6,7-trichloro-3-pyridin-2-yl-quinoxaline (0.50 g) and N,N-dimethyl-ethane-1,2-diamine (0.28 g) in toluene (20 mL) was refluxed under nitrogen atmosphere for 16 hours. After refluxing, the reaction mixture was cooled, filtered, and concentrated under vacuum. The residue was purified by flash chromatography (silica gel, 1:9 methanol/dichloromethane) to give the product as a yellow solid (0.26 g); mp 95-97° C. Reactants: C1CCOC1, CN1CCC(c2c[nH]c3cc(F)c(O)cc23)CC1, O=S(=O)(Cl)c1c(F)cccc1F, [Na+], [OH-]. Product: CN1CCC(c2c[nH]c3cc(F)c(OS(=O)(=O)c4c(F)cccc4F)cc23)CC1. Reaction SMILES: [CH2:33]1[O:34][CH2:35][CH2:36][CH2:37]1.[F:15][c:16]1[c:17]([OH:32])[cH:18][c:19]2[c:20]([CH:25]3[CH2:26][CH2:27][N:28]([CH3:31])[CH2:29][CH2:30]3)[cH:21][nH:22][c:23]2[cH:24]1.[F:3][c:4]1[c:5]([S:11](=[O:12])(=[O:13])[Cl:14])[c:6]([F:10])[cH:7][cH:8][cH:9]1.[Na+:2].[OH-:1]>>[F:3][c:4]1[c:5]([S:11](=[O:12])(=[O:13])[O:32][c:17]2[c:16]([F:15])[cH:24][c:23]3[c:19]([cH:18]2)[c:20]([CH:25]2[CH2:26][CH2:27][N:28]([CH3:31])[CH2:29][CH2:30]2)[cH:21][nH:22]3)[c:6]([F:10])[cH:7][cH:8][cH:9]1. Starting materials: O=[N+]([O-])c1ccc(NCCBr)cc1, CCO, [Na+], [Na+], O=S([O-])[O-]. The product is O=[N+]([O-])c1ccc(NCCS(=O)(=O)[O-])cc1, [Na+]. RXN SMILES: [Br:1][CH2:2][CH2:3][NH:4][c:5]1[cH:6][cH:7][c:8]([N+:11](=[O:12])[O-:13])[cH:9][cH:10]1.[CH3:20][CH2:21][OH:22].[Na+:18].[Na+:19].[S:14](=[O:15])([O-:16])[O-:17]>>[CH2:2]([CH2:3][NH:4][c:5]1[cH:6][cH:7][c:8]([N+:11](=[O:12])[O-:13])[cH:9][cH:10]1)[S:14](=[O:15])(=[O:16])[O-:17].[Na+:18]. Starting materials: COC(=O)Cc1cc(OCc2ccccc2)cc(C(F)(F)F)c1, CCO. Yields the product COC(=O)Cc1cc(O)cc(C(F)(F)F)c1. RXN SMILES: [CH3:1][O:2][C:3]([CH2:4][c:5]1[cH:6][c:7]([O:15][CH2:16][c:17]2[cH:18][cH:19][cH:20][cH:21][cH:22]2)[cH:8][c:9]([C:11]([F:12])([F:13])[F:14])[cH:10]1)=[O:23].[CH3:24][CH2:25][OH:26]>>[CH3:1][O:2][C:3]([CH2:4][c:5]1[cH:6][c:7]([OH:15])[cH:8][c:9]([C:11]([F:12])([F:13])[F:14])[cH:10]1)=[O:23]. Starting materials: CN(C1=CC2=C(S1)C=C(C=C2)OC)C (2-dimethylamino-6-methoxybenzo-[b]-thiophene), O1CCCC1 (tetrahydrofuran), Cl (HCl). Product: COC1=CC2=C(CC(=O)S2)C=C1 (6-Methoxythianapthen-2-one). Isolated yield 80.0%. Reaction SMILES: CN(C)[C:3]1[S:7][C:6]2[CH:8]=[C:9]([O:12][CH3:13])[CH:10]=[CH:11][C:5]=2[CH:4]=1.Cl.[O:16]1CCCC1>>[CH3:13][O:12][C:9]1[CH:10]=[CH:11][C:5]2[CH2:4][C:3]([S:7][C:6]=2[CH:8]=1)=[O:16]. Reported procedure: To tetrahydrofuran (200 mL) containing 2-dimethylamino-6-methoxybenzo-[b]-thiophene (cf. U.S. Pat. No. 5,420,349) (20.00 g, 96.5 mmol) was added 1N aqueous HCl (200 mL) and the resulting mixture was heated to reflux for 3 h. The mixture was cooled, the layers were separated, and the aqueous layer was extracted with dichloromethane (300 mL). The combined organic layers washed with water (250 mL), dried (MgSO4), filtered and concentrated to give crude product, which was recrystallized from 3A-etha... Reactants: ClCCCCCCO (6-chlorohexan-1-ol), C(C1=CC=CC=C1)OC1=CC=C(C=C1)O (p-benzyloxyphenol), C[O-].[Na+] (sodium methoxide), [I-].[Na+] (sodium iodide). Run in CN(C=O)C (dimethylformamide), CO (methanol). Reaction conditions: time 5 minute. Product: C(C1=CC=CC=C1)OC1=CC=C(OCCCCCCO)C=C1 (6-(4-Benzyloxyphenoxy)hexan-1-ol). RXN SMILES: [CH2:1]([O:8][C:9]1[CH:14]=[CH:13][C:12]([OH:15])=[CH:11][CH:10]=1)[C:2]1[CH:7]=[CH:6][CH:5]=[CH:4][CH:3]=1.C[O-].[Na+].[I-].[Na+].Cl[CH2:22][CH2:23][CH2:24][CH2:25][CH2:26][CH2:27][OH:28]>CN(C)C=O.CO>[CH2:1]([O:8][C:9]1[CH:10]=[CH:11][C:12]([O:15][CH2:22][CH2:23][CH2:24][CH2:25][CH2:26][CH2:27][OH:28])=[CH:13][CH:14]=1)[C:2]1[CH:3]=[CH:4][CH:5]=[CH:6][CH:7]=1 |f:1.2,3.4|. Procedure: A mixture of 106.0 g (0.53 mole) of p-benzyloxyphenol (Eastman), 28.6 g (0.53 mole) sodium methoxide (MCB) and about 2 g of sodium iodide in 600 ml of dimethylformamide is stirred for 5 minutes, after which 73 g (0.53 mole) of 6-chlorohexan-1-ol (MCB) is added, and the mixture is refluxed with stirring. The methanol formed in the reaction is allowed to distill off. After 2 hours reflux, the mixture is diluted with ice and water, 500 ml of 10% potassium hydroxide is added, and the resultant preci...